The task is: describe an organic reaction: reactants, conditions, products, and yield. This data is from the Open Reaction Database (ORD), a public repository of structured organic reaction records. The reactants are COc1ccc(I)cc1Br, CC(C)(C)P(C(C)(C)C)C(C)(C)C, CC(=O)[O-], CC(=O)[O-], C1COCCN1, CC(C)(C)[O-], Cc1ccccc1, CCOC(C)=O, [Na+], O, [Pd+2]. The product is COc1ccc(N2CCOCC2)cc1Br. Reaction SMILES: [Br:1][c:2]1[c:3]([O:9][CH3:10])[cH:4][cH:5][c:6]([I:8])[cH:7]1.[C:17]([P:18]([C:19]([CH3:20])([CH3:21])[CH3:22])[C:23]([CH3:24])([CH3:25])[CH3:26])([CH3:27])([CH3:28])[CH3:29].[C:43]([O-:44])(=[O:45])[CH3:46].[C:48]([O-:49])(=[O:50])[CH3:51].[CH2:11]1[CH2:12][O:13][CH2:14][CH2:15][NH:16]1.[CH3:30][C:31]([CH3:32])([O-:33])[CH3:34].[CH3:36][c:37]1[cH:38][cH:39][cH:40][cH:41][cH:42]1.[CH3:52][CH2:53][O:54][C:55]([CH3:56])=[O:57].[Na+:35].[OH2:58].[Pd+2:47]>>[Br:1][c:2]1[c:3]([O:9][CH3:10])[cH:4][cH:5][c:6]([N:16]2[CH2:11][CH2:12][O:13][CH2:14][CH2:15]2)[cH:7]1.